Dataset: the Open Reaction Database (ORD), a public repository of structured organic reaction records. Task: describe an organic reaction: reactants, conditions, products, and yield Reactants: CCc1cc(-c2ccc(S(=O)(=O)Cl)s2)c(C)[nH]c1=O, NCc1ccco1. Yields the product CCc1cc(-c2ccc(S(=O)(=O)NCc3ccco3)s2)c(C)[nH]c1=O. RXN SMILES: [CH2:1]([CH3:2])[c:3]1[cH:4][c:5](-[c:11]2[cH:12][cH:13][c:14]([S:16](=[O:17])(=[O:18])[Cl:19])[s:15]2)[c:6]([CH3:10])[nH:7][c:8]1=[O:9].[o:20]1[c:21]([CH2:25][NH2:26])[cH:22][cH:23][cH:24]1>>[CH2:1]([CH3:2])[c:3]1[cH:4][c:5](-[c:11]2[cH:12][cH:13][c:14]([S:16](=[O:17])(=[O:18])[NH:26][CH2:25][c:21]3[o:20][cH:24][cH:23][cH:22]3)[s:15]2)[c:6]([CH3:10])[nH:7][c:8]1=[O:9]. Reactants: N (ammonia), FC1=CC=C(C(=O)/C(/C#N)=C(\C)/OC)C=C1 (2-(p-fluorobenzoyl)-3-methoxycrotononitrile), [Na] (sodium), ferric chloride hexahydrate. Run at time 1 hour. The product is N\C(=C(/C#N)\C(C1=CC=C(C=C1)F)=O)\C (3-Amino-2-(p-fluorobenzoyl)crotononitrile). RXN SMILES: [NH3:1].[Na].[F:3][C:4]1[CH:18]=[CH:17][C:7]([C:8](/[C:10](=[C:13](/OC)\[CH3:14])/[C:11]#[N:12])=[O:9])=[CH:6][CH:5]=1>>[NH2:1]/[C:13](/[CH3:14])=[C:10](/[C:8](=[O:9])[C:7]1[CH:17]=[CH:18][C:4]([F:3])=[CH:5][CH:6]=1)\[C:11]#[N:12] |^1:1|. Procedure details: Approximately 50 ml. of liquid ammonia is condensed in a three-neck flask cooled to -78° in a dry ice-acetone bath. To this is added 200 mg. of sodium metal, followed by 100 mg. of ferric chloride hexahydrate. When the blue color had vanished, 6.2 g. of 2-(p-fluorobenzoyl)-3-methoxycrotononitrile is added. After stirring for one hour, the reaction is allowed to warm and the solvent evaporate. The residue is dissolved in hot ethyl acetate and filtered through Celite®. The filtrate is concentrated... Reactants: 5,5-bromo-2-chloro-3-methoxypyridine, BrC=1C=NC=C(C1)OC (3-bromo-5-methoxypyridine), [O-]CC.[Na+].C(C)O (sodium ethoxide ethanol). The solvent is O (Water). Yields the product BrC=1C=C(C(=NC1)OCC)OC (5-bromo-2-ethoxy-3-methoxypyridine). RXN SMILES: [Br:1][C:2]1[CH:3]=[N:4][CH:5]=[C:6]([O:8][CH3:9])[CH:7]=1.[O-:10][CH2:11][CH3:12].[Na+].C(O)C>O>[Br:1][C:2]1[CH:7]=[C:6]([O:8][CH3:9])[C:5]([O:10][CH2:11][CH3:12])=[N:4][CH:3]=1 |f:1.2.3|. Procedure details: As shown in step 5-i of Scheme 5,5-bromo-2-chloro-3-methoxypyridine (1.0 g, 4.5 mmol, prepared in the same manner as Compound 1003 in Example 2 starting with 3-bromo-5-methoxypyridine) was treated with a sodium ethoxide/ethanol solution (5.05 mL, 21% w/v, 13.5 mmol) and the reaction mixture microwave irradiated at 100° C. for 20 minutes. Water was added and the ethanol evaporated under reduced pressure. The resulting aqueous solution was extracted with DCM and ether, followed by drying the combi... Starting materials: BrC=1C=C(C=NC1)N1C2CN3CC(CC(C1)C3)C2 (4-(5-Bromopyridin-3-yl)-1,4-diazatricyclo[4.3.1.13,8]undecane), FC(C1=CC=C(C=C1)B(O)O)(F)F (4-trifluoromethylphenylboronic acid). The product is FC(C1=CC=C(C=C1)C=1C=C(C=NC1)N1C2CN3CC(CC(C1)C3)C2)(F)F (4-{5-[4-(trifluoromethyl)phenyl]pyridin-3-yl}-1,4-diazatricyclo[4.3.1.13,8]undecane). Reaction SMILES: Br[C:2]1[CH:3]=[C:4]([N:8]2[CH2:16][CH:15]3[CH2:17][N:11]4[CH2:12][CH:13]([CH2:18][CH:9]2[CH2:10]4)[CH2:14]3)[CH:5]=[N:6][CH:7]=1.[F:19][C:20]([F:31])([F:30])[C:21]1[CH:26]=[CH:25][C:24](B(O)O)=[CH:23][CH:22]=1>>[F:19][C:20]([F:31])([F:30])[C:21]1[CH:26]=[CH:25][C:24]([C:2]2[CH:3]=[C:4]([N:8]3[CH2:16][CH:15]4[CH2:17][N:11]5[CH2:12][CH:13]([CH2:18][CH:9]3[CH2:10]5)[CH2:14]4)[CH:5]=[N:6][CH:7]=2)=[CH:23][CH:22]=1. Procedure: The title compound was prepared from the product of Example 65A and 4-trifluoromethylphenylboronic acid according to General Method B: LC-MS Method D (ESI+) m/z 374.0 (M+H)+, retention time 1.47 minutes. Reactants: ClC1=C(C=CC(=C1)Cl)C=CC(CC(CC(=O)OC)O)O (methyl 7-(2,4-dichlorophenyl)-3,5-dihydroxy-6-heptenoate). Reagents/catalysts: [O-2].[O-2].[Mn+4] (manganese dioxide). The solvent is C(Cl)(Cl)Cl (chloroform). Reaction conditions: time 20 hour. Product: ClC1=C(C=CC(=C1)Cl)C=CC(CC(CC(=O)OC)O)=O (Methyl 7-(2,4-Dichlorophenyl)-3-hydroxy-5-oxo-6-heptenoate). Isolated yield 57.7%. As a reaction SMILES: [Cl:1][C:2]1[CH:7]=[C:6]([Cl:8])[CH:5]=[CH:4][C:3]=1[CH:9]=[CH:10][CH:11]([OH:20])[CH2:12][CH:13]([OH:19])[CH2:14][C:15]([O:17][CH3:18])=[O:16]>C(Cl)(Cl)Cl.[O-2].[O-2].[Mn+4]>[Cl:1][C:2]1[CH:7]=[C:6]([Cl:8])[CH:5]=[CH:4][C:3]=1[CH:9]=[CH:10][C:11](=[O:20])[CH2:12][CH:13]([OH:19])[CH2:14][C:15]([O:17][CH3:18])=[O:16] |f:2.3.4|. Reported procedure: Activated manganese dioxide (40 g) was added to a solution of methyl 7-(2,4-dichlorophenyl)-3,5-dihydroxy-6-heptenoate (6.8 g, 21.3 mmol) in chloroform (600 mL) and the black suspension was vigorously stirred at ambient temperature for 20 hours. After filtration and evaporation of the solvent the residual amber oil (4.5 g, 1 major spot on TLC with Rf 0.61 on Whatman MK6F silica using CHCl -MeOH; 19:1 as eluent) was chromatographed on a Still column to obtain the product (3.9 g, 58%) as a pale ye... The reactants are BrC=1C=C2C(CC3(CC(CC3)C(C)C)OC2=CC1)=O (6-bromo-3′-isopropylspiro[chroman-2,1′-cyclopentan]-4-one), ice water, C(=N[Si](C)(C)C)=N[Si](C)(C)C (N,N′-methanediylidenebis(1,1,1-trimethylsilanamine)). Reagents/catalysts: Cl[Ti](Cl)(Cl)Cl (TiCl4). Run in C(Cl)Cl (DCM). Reaction conditions: time 1 hour. Product: BrC=1C=C2C(CC3(CC(CC3)C(C)C)OC2=CC1)=NC#N (N-(6-bromo-3′-isopropylspiro[chroman-2,1′-cyclopentane]-4-ylidene)cyanamide). Isolated yield 92.8%. As a reaction SMILES: [Br:1][C:2]1[CH:3]=[C:4]2[C:16](=[CH:17][CH:18]=1)[O:15][C:7]1([CH2:11][CH2:10][CH:9]([CH:12]([CH3:14])[CH3:13])[CH2:8]1)[CH2:6][C:5]2=O.[C:20](=[N:26][Si](C)(C)C)=[N:21][Si](C)(C)C>C(Cl)Cl.Cl[Ti](Cl)(Cl)Cl>[Br:1][C:2]1[CH:3]=[C:4]2[C:16](=[CH:17][CH:18]=1)[O:15][C:7]1([CH2:11][CH2:10][CH:9]([CH:12]([CH3:14])[CH3:13])[CH2:8]1)[CH2:6][C:5]2=[N:26][C:20]#[N:21]. Procedure details: To a solution of 6-bromo-3′-isopropylspiro[chroman-2,1′-cyclopentan]-4-one (250 mg, 0.776 mmol) in DCM (10 mL) was added TiCl4 (1.55 mL, 1 M in CH2Cl2) dropwise within 15 minutes at room temperature. After stirring for 1 h, N,N′-methanediylidenebis(1,1,1-trimethylsilanamine) (0.38 mL, 1.707 mmol) was added dropwise. The mixture was stirred at room temperature overnight and poured into ice-water (25 g). The aqueous layer was extracted with CH2Cl2, which was combined with the organic layer. The or... Reactants: C(C)(C)(C)OC(=O)N1C[C@H](CC1)OC=1C2=C(N=CN1)CCN(C2)C=2C=NC(=C(C2)C)OC ((S)-3-[6-(6-Methoxy-5-methyl-pyridin-3-yl)-5,6,7,8-tetrahydro-pyrido[4,3-d]pyrimidin-4-yloxy]-pyrrolidine-1-carboxylic acid tert-butyl ester). Solvent: C(=O)(C(F)(F)F)O.C(Cl)Cl (TFA CH2Cl2). Run at time 1 hour. The product is COC1=C(C=C(C=N1)N1CC2=C(N=CN=C2O[C@@H]2CNCC2)CC1)C (6-(6-methoxy-5-methyl-pyridin-3-yl)-4-((S)-pyrrolidin-3-yloxy)-5,6,7,8-tetrahydro-pyrido[4,3-d]pyrimidine). Reaction SMILES: C(OC([N:8]1[CH2:12][CH2:11][C@H:10]([O:13][C:14]2[C:15]3[CH2:23][N:22]([C:24]4[CH:25]=[N:26][C:27]([O:31][CH3:32])=[C:28]([CH3:30])[CH:29]=4)[CH2:21][CH2:20][C:16]=3[N:17]=[CH:18][N:19]=2)[CH2:9]1)=O)(C)(C)C>C(O)(C(F)(F)F)=O.C(Cl)Cl>[CH3:32][O:31][C:27]1[N:26]=[CH:25][C:24]([N:22]2[CH2:21][CH2:20][C:16]3[N:17]=[CH:18][N:19]=[C:14]([O:13][C@H:10]4[CH2:11][CH2:12][NH:8][CH2:9]4)[C:15]=3[CH2:23]2)=[CH:29][C:28]=1[CH3:30] |f:1.2|. Reported procedure: (S)-3-[6-(6-Methoxy-5-methyl-pyridin-3-yl)-5,6,7,8-tetrahydro-pyrido[4,3-d]pyrimidin-4-yloxy]-pyrrolidine-1-carboxylic acid tert-butyl ester (2.05 g, 4.63 mmol) was dissolved in TFA/CH2Cl2 (1/2) and stirred at rt for 1 h. The reaction mixture was concentrated under vacuum, the residue was diluted with CH2Cl2, the organic layer washed with NaOH 1N then brine, dried over Na2SO4, filtered and evaporated to give 6-(6-methoxy-5-methyl-pyridin-3-yl)-4-((S)-pyrrolidin-3-yloxy)-5,6,7,8-tetrahydro-pyrido...